This data is from the Open Reaction Database (ORD), a public repository of structured organic reaction records. The task is: describe an organic reaction: reactants, conditions, products, and yield Starting materials: CCO, CI, C1CNCCNC1. The product is I, CN1CCCNCC1. As a reaction SMILES: [CH3:10][CH2:11][OH:12].[CH3:8][I:9].[NH:1]1[CH2:2][CH2:3][NH:4][CH2:5][CH2:6][CH2:7]1>>[IH:9].[N:1]1([CH3:8])[CH2:2][CH2:3][NH:4][CH2:5][CH2:6][CH2:7]1. Reactants: C(C1=CC=CC=C1)(=O)[O-].[Na+] (sodium benzoate), C(C1=CC=CC=C1)(=O)Cl (benzoyl chloride), [C-]#N.[Na+] (sodium cyanide). The solvent is C1CCCS1(=O)=O (tetramethylene-sulphone). Reaction conditions: time 2.5 hour. The product is C(C1=CC=CC=C1)(=O)C#N (benzoyl cyanide). Isolated yield 99.1%. RXN SMILES: [C:1]([O-:9])(=O)[C:2]1[CH:7]=[CH:6][CH:5]=[CH:4][CH:3]=1.[Na+].C(Cl)(=O)C1C=CC=CC=1.[C-:20]#[N:21].[Na+]>C1S(=O)(=O)CCC1>[C:1]([C:20]#[N:21])(=[O:9])[C:2]1[CH:3]=[CH:4][CH:5]=[CH:6][CH:7]=1 |f:0.1,3.4|. Procedure details: 72 g (0.5 mol) of sodium benzoate were mixed with 140.6 g (1 mol) of benzoyl chloride and 80 ml of tetramethylene-sulphone and 25 g (0.5 mol) of 98% pure sodium cyanide. After a stirring time of 20 minutes, an exothermic rise in the temperature to 85° C. was observed. It was now easier to stir the mixture. The subsequent reaction time was 2.5 hours at 150°-160° C. Working up gave the following yield: 65 g (99.3% of theory) of benzoyl cyanide; melting point 34° C. Starting materials: CC1CC2=CC(O)CCC2(CO)C2CCC3(C)C(O)CCC3C12, ClC(Cl)Cl. The product is CC1CC2=CC(=O)CCC2(CO)C2CCC3(C)C(O)CCC3C12. As a reaction SMILES: [CH3:1][CH:2]1[CH:3]2[CH:4]3[CH2:5][CH2:6][CH:7]([OH:23])[C:8]3([CH3:9])[CH2:10][CH2:11][CH:12]2[C:13]2([CH2:21][OH:22])[CH2:14][CH2:15][CH:16]([OH:20])[CH:17]=[C:18]2[CH2:19]1.[CH:24]([Cl:25])([Cl:26])[Cl:27]>>[CH3:1][CH:2]1[CH:3]2[CH:4]3[CH2:5][CH2:6][CH:7]([OH:23])[C:8]3([CH3:9])[CH2:10][CH2:11][CH:12]2[C:13]2([CH2:21][OH:22])[CH2:14][CH2:15][C:16](=[O:20])[CH:17]=[C:18]2[CH2:19]1. Reactants: COc1ccccc1COS(C)(=O)=O, O=Cc1cccc2[nH]ccc12. Product: COc1ccccc1Cn1ccc2c(C=O)cccc21. As a reaction SMILES: [CH3:12][S:13]([O:14][CH2:17][c:18]1[c:19]([O:24][CH3:25])[cH:20][cH:21][cH:22][cH:23]1)(=[O:15])=[O:16].[nH:1]1[cH:2][cH:3][c:4]2[c:5]([CH:10]=[O:11])[cH:6][cH:7][cH:8][c:9]12>>[n:1]1([CH2:17][c:18]2[c:19]([O:24][CH3:25])[cH:20][cH:21][cH:22][cH:23]2)[cH:2][cH:3][c:4]2[c:5]([CH:10]=[O:11])[cH:6][cH:7][cH:8][c:9]12. Starting materials: C(C)(C)C1=C(C=CC=C1)S (2-isopropylbenzenethiol), ClC1=NC=CC(=C1)[N+](=O)[O-] (2-chloro-4-nitropyridine), [H-].[Na+] (sodium hydride), oil. Product: ClC1=NC=CC(=C1)SC1=C(C=CC=C1)C (2-chloro-4-(o-tolylthio)pyridine). The yield is 101.7%. As a reaction SMILES: [CH:1]([C:4]1[CH:9]=[CH:8][CH:7]=[CH:6][C:5]=1[SH:10])(C)C.[H-].[Na+].[Cl:13][C:14]1[CH:19]=[C:18]([N+]([O-])=O)[CH:17]=[CH:16][N:15]=1>>[Cl:13][C:14]1[CH:19]=[C:18]([S:10][C:5]2[CH:6]=[CH:7][CH:8]=[CH:9][C:4]=2[CH3:1])[CH:17]=[CH:16][N:15]=1 |f:1.2|. Reported procedure: Using the method of Example 3, Step A, 2-isopropylbenzenethiol (0.749 g, 4.92 mmol), 60% sodium hydride in mineral oil (197 mg, 4.92 mmol), and 2-chloro-4-nitropyridine (0.780 g, 12.6 mmol) to provide 2-chloro-4-(o-tolylthio)pyridine (1.18 g, 91% yield) as an oil. 1H NMR (CDCl3) δ 8.08 (d, 1H), 7.46-7.55 (m, 3H), 7.28 (t, 1H), 6.82 (s, 1H), 6.77 (d, 1H), 3.42 (heptet, 1H), 1.19 (d, 6H). Starting materials: N#Cc1cc(C(=O)O)ccc1Cl, ClCCl, COc1ncnc(Cl)c1N, O=S(Cl)Cl, c1ccccc1. Product: COc1ncnc(Cl)c1NC(=O)c1ccc(Cl)c(C#N)c1. RXN SMILES: [Cl:1][c:2]1[c:3]([C:11]#[N:12])[cH:4][c:5]([C:6](=[O:7])[OH:8])[cH:9][cH:10]1.[Cl:33][CH2:34][Cl:35].[NH2:17][c:18]1[c:19]([Cl:26])[n:20][cH:21][n:22][c:23]1[O:24][CH3:25].[S:13]([Cl:14])([Cl:15])=[O:16].[cH:27]1[cH:28][cH:29][cH:30][cH:31][cH:32]1>>[Cl:1][c:2]1[c:3]([C:11]#[N:12])[cH:4][c:5]([C:6](=[O:8])[NH:17][c:18]2[c:19]([Cl:26])[n:20][cH:21][n:22][c:23]2[O:24][CH3:25])[cH:9][cH:10]1. Reactants: COC(COC1=C(C=CC(=C1)C)CCC(=O)N1[C@@H](CN([C@H](C1)C)CC1=CC=C(C=C1)F)C)=O ((2-{3-[4-(4-fluoro-benzyl)-(2R,5S)-2,5-dimethyl-piperazin-1-yl]-3-oxo-propyl}-5-methyl-phenoxy)-acetic acid methyl ester), O1CCCC1 (tetrahydrofuran), CO (methanol), O.[OH-].[Li+] (lithium hydroxide hydrate). Solvent: Cl (hydrochloric acid), O (water). Conditions: time 2 hour. The product is FC1=CC=C(CN2C[C@H](N(C[C@@H]2C)C(CCC2=C(OCC(=O)O)C=C(C=C2)C)=O)C)C=C1 ((2-{3-[4-(4-Fluoro-benzyl)-(2R,5S)-2,5-dimethyl-piperazin-1-yl]-3-oxo-propyl}-5-methyl-phenoxy)-acetic acid). The yield is 90.4%. As a reaction SMILES: C[O:2][C:3](=[O:33])[CH2:4][O:5][C:6]1[CH:11]=[C:10]([CH3:12])[CH:9]=[CH:8][C:7]=1[CH2:13][CH2:14][C:15]([N:17]1[CH2:22][C@H:21]([CH3:23])[N:20]([CH2:24][C:25]2[CH:30]=[CH:29][C:28]([F:31])=[CH:27][CH:26]=2)[CH2:19][C@H:18]1[CH3:32])=[O:16].O1CCCC1.CO.O.[OH-].[Li+]>Cl.O>[F:31][C:28]1[CH:27]=[CH:26][C:25]([CH2:24][N:20]2[C@@H:21]([CH3:23])[CH2:22][N:17]([C:15](=[O:16])[CH2:14][CH2:13][C:7]3[CH:8]=[CH:9][C:10]([CH3:12])=[CH:11][C:6]=3[O:5][CH2:4][C:3]([OH:33])=[O:2])[C@H:18]([CH3:32])[CH2:19]2)=[CH:30][CH:29]=1 |f:3.4.5|. Reported procedure: To a solution of (2-{3-[4-(4-fluoro-benzyl)-(2R,5S)-2,5-dimethyl-piperazin-1-yl]-3-oxo-propyl}-5-methyl-phenoxy)-acetic acid methyl ester (0.18 g, 0.40 mmol) in 2:2:1 tetrahydrofuran:methanol:water (5 mL) was added lithium hydroxide hydrate (0.026 g, 0.62 mmol) and the reaction was stirred at ambient temperature for 2 hours. The reaction was diluted with 0.2 M hydrochloric acid, then extracted with ethyl acetate. The organic layer was dried over magnesium sulfate and concentrated in vacuo. The c...